Dataset: the Open Reaction Database (ORD), a public repository of structured organic reaction records. Task: describe an organic reaction: reactants, conditions, products, and yield The reactants are C(C)OP(=O)(OCC)CCCC1=C(C=CC=C1)CC(C(=O)OCC)(C(=O)OCC)NC(C)=O (ethyl 3-[2-(diethylphosphonopropyl)phenyl]-2-acetamido-2-carboethoxypropanoate). Run in Cl (HCl). Product: P(=O)(O)(O)CCCC1=C(C=CC=C1)CC(C(=O)O)N (3-[2-(3-Phosphonopropyl)phenyl]-2-aminopropanoic acid). RXN SMILES: C([O:3][P:4]([CH2:9][CH2:10][CH2:11][C:12]1[CH:17]=[CH:16][CH:15]=[CH:14][C:13]=1[CH2:18][C:19]([NH:30]C(=O)C)(C(OCC)=O)[C:20]([O:22]CC)=[O:21])([O:6]CC)=[O:5])C>Cl>[P:4]([CH2:9][CH2:10][CH2:11][C:12]1[CH:17]=[CH:16][CH:15]=[CH:14][C:13]=1[CH2:18][CH:19]([NH2:30])[C:20]([OH:22])=[O:21])([OH:6])([OH:5])=[O:3]. Procedure details: A solution of 3.0 g (6.9 mmol) of ethyl 3-[2-(diethylphosphonopropyl)phenyl]-2-acetamido-2-carboethoxypropanoate in 25 mL of 6N HCl was stirred at vigorous reflux 12 h. After cooling to room temperature the reaction mixture was concentrated at reduced pressure yielding an oil. The oil was washed with three 25 mL portions of water then dissolved in 25 mL 95% ethanol and propylene oxide added dropwise. The precipitated acid was collected by filtration. Recrystallization from dilute ethanol yield 0... Reactants: CCN(C(C)C)C(C)C, ClCCl, O=C(O)CN1CCC(c2ccccc2)(c2ccccc2)C1=O, NCc1ccccc1. The product is O=C(CN1CCC(c2ccccc2)(c2ccccc2)C1=O)NCc1ccccc1. RXN SMILES: [CH:23]([N:24]([CH:25]([CH3:26])[CH3:27])[CH2:28][CH3:29])([CH3:30])[CH3:31].[Cl:40][CH2:41][Cl:42].[O:1]=[C:2]1[N:3]([CH2:19][C:20](=[O:21])[OH:22])[CH2:4][CH2:5][C:6]1([c:7]1[cH:8][cH:9][cH:10][cH:11][cH:12]1)[c:13]1[cH:14][cH:15][cH:16][cH:17][cH:18]1.[c:32]1([CH2:38][NH2:39])[cH:33][cH:34][cH:35][cH:36][cH:37]1>>[O:1]=[C:2]1[N:3]([CH2:19][C:20](=[O:21])[NH:39][CH2:38][c:32]2[cH:33][cH:34][cH:35][cH:36][cH:37]2)[CH2:4][CH2:5][C:6]1([c:7]1[cH:8][cH:9][cH:10][cH:11][cH:12]1)[c:13]1[cH:14][cH:15][cH:16][cH:17][cH:18]1. Starting materials: FC1=C(C=C(C=C1)F)C (2,5-difluorotoluene), [N+](=O)([O-])[O-].[K+] (KNO3), ice. Run in OS(=O)(=O)O (H2SO4). Conditions: temperature 28 celsius, time 8 hour. The product is FC1=C(C=C(C(=C1)[N+](=O)[O-])F)C (2,5-Difluoro-4-nitrotoluene). Isolated yield 75.4%. RXN SMILES: [F:1][C:2]1[CH:7]=[CH:6][C:5]([F:8])=[CH:4][C:3]=1[CH3:9].[N+:10]([O-])([O-:12])=[O:11].[K+]>OS(O)(=O)=O>[F:1][C:2]1[CH:7]=[C:6]([N+:10]([O-:12])=[O:11])[C:5]([F:8])=[CH:4][C:3]=1[CH3:9] |f:1.2|. Procedure details: To a stirred solution of 2,5-difluorotoluene (0.544 g, 4.25 mmol, Aldrich, used as received) in conc. H2SO4 (5.0 mL) at 0° C., KNO3 (0.430 g, 4.25 mmol) was added in one portion. The resulting pale yellow solution was warmed to 28° C. and stirred at that temperature overnight. It was then poured into ice (25 g) and extracted with ethyl acetate (40 mL). The extract was dried over Na2SO4 and evaporated to afford 0.555 g (91%) of the title compound as a light red oil; 1H NMR (CDCl3): 2.369 (d, 3H, ... Reactants: ClC1=C(C=CC=C1)C(C1=C(C=CC(=C1)F)N1C(=NN=C1CN1C(C=2C(C1=O)=CC=CC2)=O)CCN(C)C)=O (2'-chloro-5-fluoro-2-[3-[2-(dimethylamino)ethyl]-5-(phthalimidomethyl)-4H-1,2,4-triazol-4-yl]benzophenone), NN (hydrazine). The solvent is C(C)O (ethanol). Yields the product CN(CCC1=NN=C2N1C1=C(C(=NC2)C2=C(C=CC=C2)Cl)C=C(C=C1)F)C (1-[2-(dimethylamino)ethyl]-8-fluoro-6-(o-chlorophenyl)-4H-s-triazolo[4,3-a][1,4]benzodiazepine). As a reaction SMILES: [Cl:1][C:2]1[CH:7]=[CH:6][CH:5]=[CH:4][C:3]=1[C:8](=O)[C:9]1[CH:14]=[C:13]([F:15])[CH:12]=[CH:11][C:10]=1[N:16]1[C:20]([CH2:21][N:22]2C(=O)C3=CC=CC=C3C2=O)=[N:19][N:18]=[C:17]1[CH2:33][CH2:34][N:35]([CH3:37])[CH3:36].NN>C(O)C>[CH3:36][N:35]([CH3:37])[CH2:34][CH2:33][C:17]1[N:16]2[C:10]3[CH:11]=[CH:12][C:13]([F:15])=[CH:14][C:9]=3[C:8]([C:3]3[CH:4]=[CH:5][CH:6]=[CH:7][C:2]=3[Cl:1])=[N:22][CH2:21][C:20]2=[N:19][N:18]=1. Procedure details: In the manner given in Example 1C, 2'-chloro-5-fluoro-2-[3-[2-(dimethylamino)ethyl]-5-(phthalimidomethyl)-4H-1,2,4-triazol-4-yl]benzophenone in ethanol is refluxed with hydrazine to give 1-[2-(dimethylamino)ethyl]-8-fluoro-6-(o-chlorophenyl)-4H-s-triazolo[4,3-a][1,4]benzodiazepine. Reactants: diol, C1(=CC=C(C=C1)S(=O)(=O)Cl)C (p-toluenesulfonyl chloride), O (water), diol, OCC(C=C)O (racemic 1,2-dihydroxy-3-butene). Run in N1=CC=CC=C1 (pyridine). Yields the product C(C)(=O)[O-] (racemic acetate), CC1=CC=C(C=C1)S(=O)(=O)[O-] (monotosylate). As a reaction SMILES: [OH:1]C[CH:3]([OH:6])[CH:4]=C.O.[C:8]1([CH3:18])[CH:13]=[CH:12][C:11]([S:14](Cl)(=[O:16])=[O:15])=[CH:10][CH:9]=1>N1C=CC=CC=1>[C:3]([O-:6])(=[O:15])[CH3:4].[CH3:18][C:8]1[CH:13]=[CH:12][C:11]([S:14]([O-:1])(=[O:16])=[O:15])=[CH:10][CH:9]=1. Reported procedure: The racemic acetate substrate was prepared by one of two methods. The diol route began with racemic 1,2-dihydroxy-3-butene which could be prepared by reacting EpB with water under neutral conditions or with acid catalysis. The diol was treated with p-toluenesulfonyl chloride (p-TsCl) in pyridine at 4° C. to afford the desired monotosylate contaminated with about 10% of the corresponding ditosylate. The monotosylate could be selectively crystallized to afford pure monotosylate in 61% yield. Hydro... As a reaction SMILES: C(OC([N:8]1[CH2:17][CH2:16][C:15]2[NH:14][N:13]=[C:12]([C:18]3[CH:23]=[CH:22][C:21]([Cl:24])=[CH:20][CH:19]=3)[C:11]=2[CH2:10][CH2:9]1)=O)(C)(C)C.Cl.Cl[CH2:27][C:28]1[CH:33]=[CH:32][CH:31]=[CH:30][N:29]=1.C(OC(N1CCC2C(=C(C3C=CC(Cl)=CC=3)N(CC3C=CC=CN=3)N=2)CC1)=O)(C)(C)C>>[Cl:24][C:21]1[CH:20]=[CH:19][C:18]([C:12]2[C:11]3[CH2:10][CH2:9][NH:8][CH2:17][CH2:16][C:15]=3[N:14]([CH2:27][C:28]3[CH:33]=[CH:32][CH:31]=[CH:30][N:29]=3)[N:13]=2)=[CH:23][CH:22]=1 |f:1.2|. Yield: 7.4%. Starting materials: C(C)(C)(C)OC(=O)N1CCC=2C(=NNC2CC1)C1=CC=C(C=C1)Cl (3-(4-chloro-phenyl)-4,5,7,8-tetrahydro-1H-1,2,6-triaza-azulene-6-carboxylic acid tert-butyl ester), Cl.ClCC1=NC=CC=C1 (2-chloromethyl-pyridine hydrogen chloride), C(C)(C)(C)OC(=O)N1CCC2=C(N(N=C2CC1)CC1=NC=CC=C1)C1=CC=C(C=C1)Cl (3-(4-chloro-phenyl)-2-pyridin-2-ylmethyl-4,5,7,8-tetrahydro-2H-1,2,6-triaza-azulene-6-carboxylic acid tert-butyl ester). The product is ClC1=CC=C(C=C1)C1=NN(C=2CCNCCC12)CC1=NC=CC=C1 (3-(4-Chloro-phenyl)-1-pyridin-2-ylmethyl-1,4,5,6,7,8-hexahydro-1,2,6-triaza-azulene). Reported procedure: The title compound (0.01 g) was prepared from 3-(4-chloro-phenyl)-4,5,7,8-tetrahydro-1H-1,2,6-triaza-azulene-6-carboxylic acid tert-butyl ester (Example 103, Step B; 0.4 mmol) using 2-chloromethyl-pyridine hydrogen chloride (0.5 mmol) in place of 2-chloromethyl-thiophene. The reaction sequence also yielded 3-(4-chloro-phenyl)-2-pyridin-2-ylmethyl-4,5,7,8-tetrahydro-2H-1,2,6-triaza-azulene-6-carboxylic acid tert-butyl ester in the alkylation step. MS (ESI): exact mass calculated for C19H19ClN4, 3... Reactants: CCOC(=O)C (EtOAc), NC1=CC=NC=C1 (4-aminopyridine), C(C)OC=1C(C(C1OCC)=O)=O (3,4-diethoxy-3-cyclobutene-1,2-dione). Solvent: C(C)O (ethanol), C(C)O (ethanol). Product: N1=CC=C(C=C1)NC=1C(C(C1OCC)=O)=O (3-(pyridin-4-ylamino)-4-ethoxy-cyclobut-3-ene- 1,2-dione). Yield: 9.9%. Reaction SMILES: C(O[C:4]1[C:5](=[O:12])[C:6](=[O:11])[C:7]=1[O:8][CH2:9][CH3:10])C.[NH2:13][C:14]1[CH:19]=[CH:18][N:17]=[CH:16][CH:15]=1.CCOC(C)=O>C(O)C>[N:17]1[CH:18]=[CH:19][C:14]([NH:13][C:4]2[C:5](=[O:12])[C:6](=[O:11])[C:7]=2[O:8][CH2:9][CH3:10])=[CH:15][CH:16]=1. Procedure: To a solution of 3,4-diethoxy-3-cyclobutene-1,2-dione (5.00 g, 29.4 mmol) in absolute ethanol (100 mL) was added a suspension of 4-aminopyridine (2.77 g, 29.4 mmol) in ethanol (50 mL). The reaction mixture was refluxed for 4 hours then concentrated to give crude product. Chromatography (EtOAc) afforded 0.632 g (10%) of a white solid: mp 120°-125° C. Starting materials: C1(CC1)C1=NC2=C(N1C)C=C(C=C2)N2C(C=C(C=C2)O)=O (1-(2-cyclopropyl-1-methyl-1H-benzimidazol-6-yl)-4-hydroxypyridin-2(1H)-one), CC1=CC=C(C=C1)CO ((4-methylphenyl)methanol), C(CCC)P(CCCC)CCCC (tributylphosphine), N(=NC(=O)N1CCCCC1)C(=O)N1CCCCC1 (1,1′-(azodicarbonyl)dipiperidine). The solvent is C1CCOC1 (THF). Conditions: temperature 60 celsius, time 4 hour. Yields the product C1(CC1)C1=NC2=C(N1C)C=C(C=C2)N2C(C=C(C=C2)OCC2=CC=C(C=C2)C)=O (1-(2-Cyclopropyl-1-methyl-1H-benzimidazol-6-yl)-4-((4-methylbenzyl)oxy)pyridin-2(1H)-one). Isolated yield 21.5%. Reaction SMILES: [CH:1]1([C:4]2[N:8]([CH3:9])[C:7]3[CH:10]=[C:11]([N:14]4[CH:19]=[CH:18][C:17]([OH:20])=[CH:16][C:15]4=[O:21])[CH:12]=[CH:13][C:6]=3[N:5]=2)[CH2:3][CH2:2]1.[CH3:22][C:23]1[CH:28]=[CH:27][C:26]([CH2:29]O)=[CH:25][CH:24]=1.C(P(CCCC)CCCC)CCC.N(C(N1CCCCC1)=O)=NC(N1CCCCC1)=O>C1COCC1>[CH:1]1([C:4]2[N:8]([CH3:9])[C:7]3[CH:10]=[C:11]([N:14]4[CH:19]=[CH:18][C:17]([O:20][CH2:22][C:23]5[CH:28]=[CH:27][C:26]([CH3:29])=[CH:25][CH:24]=5)=[CH:16][C:15]4=[O:21])[CH:12]=[CH:13][C:6]=3[N:5]=2)[CH2:2][CH2:3]1. Reported procedure: To a solution of 1-(2-cyclopropyl-1-methyl-1H-benzimidazol-6-yl)-4-hydroxypyridin-2(1H)-one (170 mg), (4-methylphenyl)methanol (148 mg) and tributylphosphine (454 μl) in THF (15 ml) was added 1,1′-(azodicarbonyl)dipiperidine (458 mg). The mixture was stirred under sonication at 60° C. for 4 h. The reaction mixture was then cooled to room temperature, and concentrated in vacuo. The residue was diluted with DCM, washed with water and brine, dried over Na2SO4 and concentrated in vacuo. The residue ...